This data is from the Open Reaction Database (ORD), a public repository of structured organic reaction records. The task is: describe an organic reaction: reactants, conditions, products, and yield Reactants: NCCCCCO, O=S(=O)(Cl)Cl, c1ccc(-c2ccccc2)cc1. RXN SMILES: [NH2:18][CH2:19][CH2:20][CH2:21][CH2:22][CH2:23][OH:24].[S:1](=[O:2])(=[O:3])([Cl:4])[Cl:5].[c:6]1(-[c:12]2[cH:13][cH:14][cH:15][cH:16][cH:17]2)[cH:7][cH:8][cH:9][cH:10][cH:11]1>>[S:1](=[O:2])(=[O:3])([c:9]1[cH:8][cH:7][c:6](-[c:12]2[cH:13][cH:14][cH:15][cH:16][cH:17]2)[cH:11][cH:10]1)[NH:18][CH2:19][CH2:20][CH2:21][CH2:22][CH2:23][OH:24]. Product: O=S(=O)(NCCCCCO)c1ccc(-c2ccccc2)cc1. Reactants: CC(C)OP(=O)OC(C)C (effective_coupling_partner), CC(=O)c1ccc(OC(=O)C(C)(C)C)cc1 (substrate). Reagents/catalysts: dcype. Reaction conditions: temperature 100 celsius, time 24 hour. Product: CC(=O)c1ccc(P(=O)(OC(C)C)OC(C)C)cc1. The reactants are [BH4-].[Li+] (Lithium borohydride), C(C)(C)(C)OC(=O)N1[C@@H](C[C@H](C1)OS(=O)(=O)C)C(=O)OC (methyl (2S,4R)-N-tert-butoxycarbonyl-4-methanesulfonyloxypyrrolidine-2-carboxylate), [Cl-].[NH4+] (ammonium chloride). Run in O1CCCC1 (tetrahydrofuran). Reaction conditions: time 3 hour. The product is C(C)(C)(C)OC(=O)N1[C@@H](C[C@H](C1)OS(=O)(=O)C)CO ((2S,4R)-N-tert-Butoxycarbonyl-4-methanesulfonyloxy-2-hydroxymethylpyrrolidine). RXN SMILES: [BH4-].[Li+].[C:3]([O:7][C:8]([N:10]1[CH2:14][C@H:13]([O:15][S:16]([CH3:19])(=[O:18])=[O:17])[CH2:12][C@H:11]1[C:20](OC)=[O:21])=[O:9])([CH3:6])([CH3:5])[CH3:4].[Cl-].[NH4+]>O1CCCC1>[C:3]([O:7][C:8]([N:10]1[CH2:14][C@H:13]([O:15][S:16]([CH3:19])(=[O:17])=[O:18])[CH2:12][C@H:11]1[CH2:20][OH:21])=[O:9])([CH3:6])([CH3:5])[CH3:4] |f:0.1,3.4|. Procedure: Lithium borohydride (3.6 g, 163.0 mM) was added to a solution of methyl (2S,4R)-N-tert-butoxycarbonyl-4-methanesulfonyloxypyrrolidine-2-carboxylate (26.5 g, 81.5 mM) in anhydrous tetrahydrofuran (300 ml) with ice-cooling in a nitrogen gas stream and the mixture was stirred at room temperature for 3 hours. The reaction mixture was ice-cooled again, the reaction was ceased by adding dropwise a saturated aqueous solution of ammonium chloride carefully and the solvent was removed. The residue was po... The reactants are NC1=C(C(=O)O)C(=CC=C1)C (2-amino-6-methyl benzoic acid), ClC(=O)[O-] (chloroformate), II, C1=CC(=CC=C1C(=O)O)N (aminobenzoic acid), ClC(=O)OCC (ethyl chloroformate). Product: C(C)OC1=NC2=C(C(O1)=O)C(=CC=C2)C (2-Ethoxy-5-methyl-4H-3,1-benzoxazin-4-one). Reaction SMILES: [NH2:1][C:2]1[CH:10]=[CH:9][CH:8]=[C:7]([CH3:11])[C:3]=1[C:4]([OH:6])=[O:5].C1C(C(O)=O)=CC=C(N)C=1.Cl[C:23]([O:25][CH2:26][CH3:27])=O.ClC([O-])=O>>[CH2:26]([O:25][C:23]1[O:5][C:4](=[O:6])[C:3]2[C:7]([CH3:11])=[CH:8][CH:9]=[CH:10][C:2]=2[N:1]=1)[CH3:27]. Procedure details: By following the procedure of Part A, but replacing 2-amino-6-methyl benzoic acid with the appropriate aminobenzoic acid prepared in Preparation I, and/or replacing ethyl chloroformate with the appropriate chloroformate prepared in Preparation II, the following compounds of Formula (1) are prepared: